describe an organic reaction: reactants, conditions, products, and yield From a dataset of the Open Reaction Database (ORD), a public repository of structured organic reaction records. Reactants: ClC1=CC=C(C(=O)NC(CC(=O)OCC)C(=O)C2=COC=C2)C=C1 (ethyl 3-(4-chlorobenzoylamino)-3-(3-furylcarbonyl)propionate), P(=O)(Cl)(Cl)Cl (phosphorus oxychloride). Run in C(Cl)(Cl)Cl (chloroform). Yields the product ClC1=CC=C(C=C1)C=1OC(=C(N1)CC(=O)OCC)C1=COC=C1 (ethyl 2-[2-(4-chlorophenyl)-5-(3-furyl)-4-oxazolyl]acetate). Isolated yield 86.0%. As a reaction SMILES: [Cl:1][C:2]1[CH:24]=[CH:23][C:5]([C:6]([NH:8][CH:9]([C:16]([C:18]2[CH:22]=[CH:21][O:20][CH:19]=2)=[O:17])[CH2:10][C:11]([O:13][CH2:14][CH3:15])=[O:12])=O)=[CH:4][CH:3]=1.P(Cl)(Cl)(Cl)=O>C(Cl)(Cl)Cl>[Cl:1][C:2]1[CH:24]=[CH:23][C:5]([C:6]2[O:17][C:16]([C:18]3[CH:22]=[CH:21][O:20][CH:19]=3)=[C:9]([CH2:10][C:11]([O:13][CH2:14][CH3:15])=[O:12])[N:8]=2)=[CH:4][CH:3]=1. Procedure: 8.5 g of ethyl 3-(4-chlorobenzoylamino)-3-(3-furylcarbonyl)propionate, 50 ml of chloroform and 18.6 g of phosphorus oxychloride are treated in the same manner as described in Example 1. 6.93 g of ethyl 2-[2-(4-chlorophenyl)-5-(3-furyl)-4-oxazolyl]acetate are thereby obtained. Yield: 85.5% Product: NC(=O)CC(=O)Nc1ccc(C=Cc2ccc(F)cc2)cc1. Reactants: COC(=O)CC(=O)Nc1ccc(C=Cc2ccc(F)cc2)cc1, CO, N. Reaction SMILES: [CH3:1][O:2][C:3]([CH2:4][C:5](=[O:6])[NH:7][c:8]1[cH:9][cH:10][c:11]([CH:14]=[CH:15][c:16]2[cH:17][cH:18][c:19]([F:22])[cH:20][cH:21]2)[cH:12][cH:13]1)=[O:23].[CH3:25][OH:26].[NH3:24]>>[O:2]=[C:3]([CH2:4][C:5](=[O:6])[NH:7][c:8]1[cH:9][cH:10][c:11]([CH:14]=[CH:15][c:16]2[cH:17][cH:18][c:19]([F:22])[cH:20][cH:21]2)[cH:12][cH:13]1)[NH2:24]. The reactants are CCO, Cc1ccc(B(O)O)cc1, Cc1ccccc1, Clc1nccc2ccccc12, [Pd], c1ccc(P(c2ccccc2)c2ccccc2)cc1, c1ccc(P(c2ccccc2)c2ccccc2)cc1, c1ccc(P(c2ccccc2)c2ccccc2)cc1, c1ccc(P(c2ccccc2)c2ccccc2)cc1. Yields the product Cc1ccc(-c2nccc3ccccc23)cc1. As a reaction SMILES: [CH3:106][CH2:107][OH:108].[CH3:1][c:2]1[cH:3][cH:4][c:5]([B:8]([OH:9])[OH:10])[cH:6][cH:7]1.[CH3:22][c:23]1[cH:24][cH:25][cH:26][cH:27][cH:28]1.[Cl:11][c:12]1[n:13][cH:14][cH:15][c:16]2[cH:17][cH:18][cH:19][cH:20][c:21]12.[Pd:29].[c:30]1([P:31]([c:32]2[cH:33][cH:34][cH:35][cH:36][cH:37]2)[c:38]2[cH:39][cH:40][cH:41][cH:42][cH:43]2)[cH:44][cH:45][cH:46][cH:47][cH:48]1.[c:49]1([P:50]([c:51]2[cH:52][cH:53][cH:54][cH:55][cH:56]2)[c:57]2[cH:58][cH:59][cH:60][cH:61][cH:62]2)[cH:63][cH:64][cH:65][cH:66][cH:67]1.[c:68]1([P:69]([c:70]2[cH:71][cH:72][cH:73][cH:74][cH:75]2)[c:76]2[cH:77][cH:78][cH:79][cH:80][cH:81]2)[cH:82][cH:83][cH:84][cH:85][cH:86]1.[c:87]1([P:88]([c:89]2[cH:90][cH:91][cH:92][cH:93][cH:94]2)[c:95]2[cH:96][cH:97][cH:98][cH:99][cH:100]2)[cH:101][cH:102][cH:103][cH:104][cH:105]1>>[CH3:1][c:2]1[cH:3][cH:4][c:5](-[c:12]2[n:13][cH:14][cH:15][c:16]3[cH:17][cH:18][cH:19][cH:20][c:21]23)[cH:6][cH:7]1. Reactants: C(=O)C1=CC=C(O1)B(O)O ((5-formylfuran-2-yl)boronic acid), BrC1=CC=C(C=C1)C(C(F)(F)F)(F)F (1-bromo-4-(pentafluoroethyl)benzene). Reagents/catalysts: [Pd] (palladium on carbon). Product: FC(C(F)(F)F)(C1=CC=C(C=C1)[C@@H]1CC[C@@H](O1)CO)F ({cis-5-[4-(pentafluoroethyl)phenyl]tetrahydrofuran-2-yl}methanol), BrC1=CC=C(C=C1)C(C(F)(F)F)(F)F (1-Bromo-4-(pentafluoroethyl)benzene). RXN SMILES: [CH:1]([C:3]1[O:7][C:6](B(O)O)=[CH:5][CH:4]=1)=[O:2].[Br:11][C:12]1[CH:17]=[CH:16][C:15]([C:18]([F:24])([F:23])[C:19]([F:22])([F:21])[F:20])=[CH:14][CH:13]=1>[Pd]>[F:23][C:18]([F:24])([C:15]1[CH:14]=[CH:13][C:12]([C@H:6]2[O:7][C@@H:3]([CH2:1][OH:2])[CH2:4][CH2:5]2)=[CH:17][CH:16]=1)[C:19]([F:20])([F:22])[F:21].[Br:11][C:12]1[CH:13]=[CH:14][C:15]([C:18]([F:23])([F:24])[C:19]([F:20])([F:21])[F:22])=[CH:16][CH:17]=1. Procedure: The requisite {cis-5-[4-(pentafluoroethyl)phenyl]tetrahydrofuran-2-yl}methanol was prepared via Suzuki reaction of (5-formylfuran-2-yl)boronic acid with 1-bromo-4-(pentafluoroethyl)benzene, followed by hydrogenation over palladium on carbon. 1-Bromo-4-(pentafluoroethyl)benzene was prepared according to the method of W. Lambert et al., PCT Int. Appl., 2011017513, Feb. 10, 2011.